This data is from the Open Reaction Database (ORD), a public repository of structured organic reaction records. The task is: describe an organic reaction: reactants, conditions, products, and yield The reactants are CC(=O)C (Acetone), [NH4+].[Cl-] (NH4Cl), CC(=O)C (acetone), BrC1=C(C=CC=C1)CC[C@@H](OCC1(CC1)CC(=O)O)C1=CC(=CC=C1)COC1OCCCC1 (1-((3-(2-bromophenyl)-1(R)-(3-(((2-tetrahydropyranyl)oxy)methyl)phenyl)propoxy)methyl)cyclopropaneacetic acid), [Li]CCCC (BuLi), ester. Run in C1CCOC1 (THF), hexanes. Conditions: temperature -78 celsius, time 30 minute. The product is OC(C)(C)C1=C(C=CC=C1)CC[C@@H](OCC1(CC1)CC(=O)OC)C1=CC(=CC=C1)COC1OCCCC1 (Methyl 1-((3-(2-(1-hydroxy-1-methylethyl)phenyl)-1(R)-(3-(((2-tetrahydropyranyl)oxy)methyl)phenyl)propoxy)methyl)cyclopropaneacetate). Reaction SMILES: Br[C:2]1[CH:7]=[CH:6][CH:5]=[CH:4][C:3]=1[CH2:8][CH2:9][C@H:10]([C:20]1[CH:25]=[CH:24][CH:23]=[C:22]([CH2:26][O:27][CH:28]2[CH2:33][CH2:32][CH2:31][CH2:30][O:29]2)[CH:21]=1)[O:11][CH2:12][C:13]1([CH2:16][C:17]([OH:19])=[O:18])[CH2:15][CH2:14]1.[Li][CH2:35]CCC.[CH3:39][C:40]([CH3:42])=[O:41].[NH4+].[Cl-]>C1COCC1>[OH:41][C:40]([C:2]1[CH:7]=[CH:6][CH:5]=[CH:4][C:3]=1[CH2:8][CH2:9][C@H:10]([C:20]1[CH:25]=[CH:24][CH:23]=[C:22]([CH2:26][O:27][CH:28]2[CH2:33][CH2:32][CH2:31][CH2:30][O:29]2)[CH:21]=1)[O:11][CH2:12][C:13]1([CH2:16][C:17]([O:19][CH3:35])=[O:18])[CH2:15][CH2:14]1)([CH3:42])[CH3:39] |f:3.4|. Procedure: To a frozen solution of the acid of Example 14, Step 7 (2.216 g, 4.28 mmol) in 30 mL of THF at -100° C. was added 1.6M BuLi in hexanes (5.9 mL) and the mixture was stirred at -78° C. for 30 min. Acetone (630 μL, 8.6 mmol) was then added and the mixture was stirred at -78° C. for 1 hr. and was then allowed to warm to -20° C. Saturated aq. NH4Cl was then added and the products were extracted in EtOAc. At 0° C., diazomethane ~0.5M was added. When the esterification was completed, the excess of CH2N... Starting materials: ClC=1N=NC(=CC1)N1CCC(CC1)CCCCl (3-chloro-6-[4-(3-chloropropyl)-1-piperidinyl]pyridazine), [I-].[Na+] (sodium iodide), ClC1=C(C=CC(=C1)OC)O (2-chloro-4-methoxyphenol), C([O-])([O-])=O.[K+].[K+] (potassium carbonate). Solvent: C(C)#N (acetonitrile). Run at time 2 hour. The product is 118, ClC=1N=NC(=CC1)N1CCC(CC1)CCCOC1=C(C=C(C=C1)OC)Cl (3-chloro-6-[4-[3-(2-chloro-4 -methoxyphenoxy) propyl]-1-piperidinyl]pyridazine). Isolated yield 41.3%. As a reaction SMILES: [Cl:1][C:2]1[N:3]=[N:4][C:5]([N:8]2[CH2:13][CH2:12][CH:11]([CH2:14][CH2:15][CH2:16]Cl)[CH2:10][CH2:9]2)=[CH:6][CH:7]=1.[I-].[Na+].[Cl:20][C:21]1[CH:26]=[C:25]([O:27][CH3:28])[CH:24]=[CH:23][C:22]=1[OH:29].C(=O)([O-])[O-].[K+].[K+]>C(#N)C>[Cl:1][C:2]1[N:3]=[N:4][C:5]([N:8]2[CH2:9][CH2:10][CH:11]([CH2:14][CH2:15][CH2:16][O:29][C:22]3[CH:23]=[CH:24][C:25]([O:27][CH3:28])=[CH:26][C:21]=3[Cl:20])[CH2:12][CH2:13]2)=[CH:6][CH:7]=1 |f:1.2,4.5.6|. Reported procedure: To a stirred solution of 3.0 parts of 3-chloro-6-[4-(3-chloropropyl)-1-piperidinyl]pyridazine in 80 parts of acetonitrile were added 2.1 parts of sodium iodide. The reaction mixture was stirred for 2 hours at reflux temperature. After cooling, a mixture of 2.2 parts of 2-chloro-4-methoxyphenol and 3.8 parts of potassium carbonate was added to the mixture and the whole was stirred for 2 days at reflux temperature. The reaction mixture was evaporated and the residue was taken up in water. The prod... Reactants: NC=1C=C(NC(C(C(F)(F)F)(F)F)=O)C=CC1 (m-amino pentafluoropropionanilide), ClC=1C=C(C=CC1Cl)N=C=O (3,4-dichlorophenyl isocyanate). Run in CC(=O)C (acetone), CC(=O)C (acetone). Product: FC(C(=O)NC=1C=C(C=CC1)NC(=O)NC1=CC(=C(C=C1)Cl)Cl)(C(F)(F)F)F (1(m-pentafluoropropionamido phenyl)3(3',4'-dichlorophenyl) urea). RXN SMILES: [NH2:1][C:2]1[CH:3]=[C:4]([CH:15]=[CH:16][CH:17]=1)[NH:5][C:6](=[O:14])[C:7]([F:13])([F:12])[C:8]([F:11])([F:10])[F:9].[Cl:18][C:19]1[CH:20]=[C:21]([N:26]=[C:27]=[O:28])[CH:22]=[CH:23][C:24]=1[Cl:25]>CC(C)=O>[F:13][C:7]([F:12])([C:8]([F:9])([F:10])[F:11])[C:6]([NH:5][C:4]1[CH:3]=[C:2]([NH:1][C:27]([NH:26][C:21]2[CH:22]=[CH:23][C:24]([Cl:25])=[C:19]([Cl:18])[CH:20]=2)=[O:28])[CH:17]=[CH:16][CH:15]=1)=[O:14]. Procedure details: Five and one-tenth grams of m-amino pentafluoropropionanilide is dissolved in 50 ml of acetone and 3.8 g. of 3,4-dichlorophenyl isocyanate is added. The mixture is heated to reflux, cooled and the acetone stripped off under vacuum. Yield is 8.8 g., m.p. 195°-197° C. Starting materials: NC1=NC(=C(C(=N1)C=1OC=CC1)C#N)SC (2-amino-4-(2-furyl)-6-(methylthio)-5-pyrimidinecarbonitrile), C[O-].[Na+] (sodium methylate). Run in CO (methanol). The product is NC1=NC(=C(C(=N1)C=1OC=CC1)C#N)OC (2-Amino-4-furan-2-yl-6-methoxy-pyrimidine-5-carbonitrile). RXN SMILES: [NH2:1][C:2]1[N:7]=[C:6]([C:8]2[O:9][CH:10]=[CH:11][CH:12]=2)[C:5]([C:13]#[N:14])=[C:4](SC)[N:3]=1.[CH3:17][O-:18].[Na+]>CO>[NH2:1][C:2]1[N:7]=[C:6]([C:8]2[O:9][CH:10]=[CH:11][CH:12]=2)[C:5]([C:13]#[N:14])=[C:4]([O:18][CH3:17])[N:3]=1 |f:1.2|. Procedure details: From 2-amino-4-(2-furyl)-6-(methylthio)-5-pyrimidinecarbonitrile and sodium methylate in methanol. EI-MS m/e (%): 216 (M+, 100), 215 ([M—H]+, 36). Reactants: O=C([O-])O, CCCC[N+](CCCC)(CCCC)CCCC, CN(C)C=O, C=Cc1ccncc1, [Cl-], O=[N+]([O-])c1cccnc1Nc1cccc(I)c1, [Na+], CC(=O)[O-], CC(=O)[O-], [Pd+2]. The product is O=[N+]([O-])c1cccnc1Nc1cccc(C=Cc2ccncc2)c1. As a reaction SMILES: [C:26](=[O:27])([OH:28])[O-:29].[CH3:32][CH2:33][CH2:34][CH2:35][N+:36]([CH2:37][CH2:38][CH2:39][CH3:40])([CH2:41][CH2:42][CH2:43][CH3:44])[CH2:45][CH2:46][CH2:47][CH3:48].[CH3:49][N:50]([CH3:51])[CH:52]=[O:53].[CH:18](=[CH2:19])[c:20]1[cH:21][cH:22][n:23][cH:24][cH:25]1.[Cl-:31].[I:1][c:2]1[cH:3][c:4]([NH:8][c:9]2[n:10][cH:11][cH:12][cH:13][c:14]2[N+:15](=[O:16])[O-:17])[cH:5][cH:6][cH:7]1.[Na+:30].[O-:55][C:56]([CH3:57])=[O:58].[O-:59][C:60]([CH3:61])=[O:62].[Pd+2:54]>>[c:2]1([CH:19]=[CH:18][c:20]2[cH:21][cH:22][n:23][cH:24][cH:25]2)[cH:3][c:4]([NH:8][c:9]2[n:10][cH:11][cH:12][cH:13][c:14]2[N+:15](=[O:16])[O-:17])[cH:5][cH:6][cH:7]1. Starting materials: [H-].[Na+] (sodium hydride), N1N=CN=C1 (1,2,4-triazole), C(C1=CC=CC=C1)OCCCOC1=CC=C(C=C1)C1C(CN(CC1OCC1=CC2=CC=CC=C2C=C1)C(=O)OC(C)(C)C)COS(=O)(=O)C (tert-butyl (3SR,4RS,5RS)-4-[4-(3 -benzyloxy-propoxy)-phenyl]-3-methanesulphonyloxymethyl-5-(naphthalen-2-ylmethoxy)-piperidine-1-carboxylate). Run in CN(C)C=O (DMF). Conditions: time 1 hour. The product is C(C1=CC=CC=C1)OCCCOC1=CC=C(C=C1)C1C(CN(CC1CN1N=CN=C1)C(=O)OC(C)(C)C)OCC1=CC2=CC=CC=C2C=C1 (tert-butyl (3RS,4RS,5SR)-4-[4-(3-benzyloxy-propoxy)-phenyl]-3-(naphthalen-2-ylmethoxy)-5-[1,2,4]triazol-1-ylmethyl-piperidine-1-carboxylate). The yield is 74.7%. As a reaction SMILES: [NH:1]1[CH:5]=[N:4][CH:3]=[N:2]1.[H-].[Na+].[CH2:8]([O:15][CH2:16][CH2:17][CH2:18][O:19][C:20]1[CH:25]=[CH:24][C:23]([CH:26]2[CH:31]([O:32][CH2:33][C:34]3[CH:43]=[CH:42][C:41]4[C:36](=[CH:37][CH:38]=[CH:39][CH:40]=4)[CH:35]=3)[CH2:30][N:29]([C:44]([O:46][C:47]([CH3:50])([CH3:49])[CH3:48])=[O:45])[CH2:28][CH:27]2[CH2:51]OS(C)(=O)=O)=[CH:22][CH:21]=1)[C:9]1[CH:14]=[CH:13][CH:12]=[CH:11][CH:10]=1>CN(C=O)C>[CH2:8]([O:15][CH2:16][CH2:17][CH2:18][O:19][C:20]1[CH:21]=[CH:22][C:23]([CH:26]2[CH:27]([CH2:51][N:1]3[CH:5]=[N:4][CH:3]=[N:2]3)[CH2:28][N:29]([C:44]([O:46][C:47]([CH3:48])([CH3:50])[CH3:49])=[O:45])[CH2:30][CH:31]2[O:32][CH2:33][C:34]2[CH:43]=[CH:42][C:41]3[C:36](=[CH:37][CH:38]=[CH:39][CH:40]=3)[CH:35]=2)=[CH:24][CH:25]=1)[C:9]1[CH:14]=[CH:13][CH:12]=[CH:11][CH:10]=1 |f:1.2|. Procedure details: A solution of 22 mg (0.32 mmol) of 1,2,4-triazole in 5 ml of DMF was cooled to 0° C. and treated with 15 mg (0.29 mmol) of sodium hydride (50% dispersion in refined oil). Subsequently, the mixture was left to warm to room temperature and was stirred for a further 1 hour. 70 mg (0.105 mmol) of tert-butyl (3SR,4RS,5RS)-4-[4-(3 -benzyloxy-propoxy)-phenyl]-3-methanesulphonyloxymethyl-5-(naphthalen-2-ylmethoxy)-piperidine-1-carboxylate were added to this solution. The reaction mixture was heated to 1... The reactants are O=C([O-])O, CN(C)c1ccncc1, ClCCl, [Na+], Cc1ccc(S(=O)(=O)Cl)cc1, O=c1oc2cc(N3CCN(CCCO)CC3)ccc2cc1-c1nc2ccccc2s1. Product: Cc1ccc(S(=O)(=O)OCCCN2CCN(c3ccc4cc(-c5nc6ccccc6s5)c(=O)oc4c3)CC2)cc1. Reaction SMILES: [C:42](=[O:43])([OH:44])[O-:45].[CH3:50][N:51]([c:52]1[cH:53][cH:54][n:55][cH:56][cH:57]1)[CH3:58].[Cl:47][CH2:48][Cl:49].[Na+:46].[S:31](=[O:32])(=[O:33])([c:34]1[cH:35][cH:36][c:37]([CH3:38])[cH:39][cH:40]1)[Cl:41].[s:1]1[c:2](-[c:10]2[c:11](=[O:30])[o:12][c:13]3[cH:14][c:15]([N:20]4[CH2:21][CH2:22][N:23]([CH2:26][CH2:27][CH2:28][OH:29])[CH2:24][CH2:25]4)[cH:16][cH:17][c:18]3[cH:19]2)[n:3][c:4]2[c:5]1[cH:6][cH:7][cH:8][cH:9]2>>[s:1]1[c:2](-[c:10]2[c:11](=[O:30])[o:12][c:13]3[cH:14][c:15]([N:20]4[CH2:21][CH2:22][N:23]([CH2:26][CH2:27][CH2:28][O:29][S:31](=[O:32])(=[O:33])[c:34]5[cH:35][cH:36][c:37]([CH3:38])[cH:39][cH:40]5)[CH2:24][CH2:25]4)[cH:16][cH:17][c:18]3[cH:19]2)[n:3][c:4]2[c:5]1[cH:6][cH:7][cH:8][cH:9]2.